This data is from the Open Reaction Database (ORD), a public repository of structured organic reaction records. The task is: describe an organic reaction: reactants, conditions, products, and yield The reactants are CC(CN)=C (2-Methyl-allylamine), CC1=CC(=NC=C1)C=CC1=NN(C2=CC(=CC=C12)NC1=C(C(=O)O)C=CC=C1)C1OCCCC1 (2-[3-[2-(4-Methyl-pyridin-2-yl)-vinyl]-1-(tetrahydro-pyran-2-yl)-1H-indazol-6-ylamino]-benzoic acid). Solvent: CC(C)(C)OC (TBME). Product: CC(CNC(C1=C(C=CC=C1)NC1=CC=C2C(=NN(C2=C1)C1OCCCC1)C=CC1=NC=CC(=C1)C)=O)=C (N-(2-Methyl-allyl)-2-[3-[2-(4-methyl-pyridin-2-yl)-vinyl]-1-(tetrahydro-pyran-2-yl)-1H-indazol-6-ylamino]-benzamide). Reaction SMILES: [CH3:1][C:2](=[CH2:5])[CH2:3][NH2:4].[CH3:6][C:7]1[CH:12]=[CH:11][N:10]=[C:9]([CH:13]=[CH:14][C:15]2[C:23]3[C:18](=[CH:19][C:20]([NH:24][C:25]4[CH:33]=[CH:32][CH:31]=[CH:30][C:26]=4[C:27](O)=[O:28])=[CH:21][CH:22]=3)[N:17]([CH:34]3[CH2:39][CH2:38][CH2:37][CH2:36][O:35]3)[N:16]=2)[CH:8]=1>CC(OC)(C)C>[CH3:5][C:2](=[CH2:1])[CH2:3][NH:4][C:27](=[O:28])[C:26]1[CH:30]=[CH:31][CH:32]=[CH:33][C:25]=1[NH:24][C:20]1[CH:19]=[C:18]2[C:23]([C:15]([CH:14]=[CH:13][C:9]3[CH:8]=[C:7]([CH3:6])[CH:12]=[CH:11][N:10]=3)=[N:16][N:17]2[CH:34]2[CH2:39][CH2:38][CH2:37][CH2:36][O:35]2)=[CH:22][CH:21]=1. Reported procedure: Prepared in a similar manner to that described for Example 6 above, except using 2-Methyl-allylamine and 2-[3-[2-(4-Methyl-pyridin-2-yl)-vinyl]-1-(tetrahydro-pyran-2-yl)-1H-indazol-6-ylamino]-benzoic acid. 1H NMR (DMSO-d6) δ 9.86 (1H, s), 8.81 (1H, t, J=5.5 Hz), 8.46 (1H, d, J=4.9 Hz), 8.07 (1H, d, J=8.9 Hz), 7.86 (1H, d, J=16.4 Hz), 7.75 (1H, d, J=7.7 Hz), 7.54 (1H, s),7.50 (1H, d, J=16.4 Hz), 7.43 (3H, m), 7.11 (2H, m), 6.92 (1H, t, J=8.1 Hz), 5.81 (1H, dd, J=2.5, 9.8 Hz), 4.83 (2H, d, J=11.5 ... Starting materials: ClC1=CC=C(C=O)C=C1 (4-chlorobenzaldehyde), COCOC1=CC=C(C=C1)C(C)=O (p-methoxymethoxyacetophenone). Yields the product ClC1=CC=C(C=C1)C=CC(=O)C1=CC=C(C=C1)OCOC (3-(4-chlorophenyl)-1-(4-methoxymethoxy-phenyl)prop-2-en-1-one). Reaction SMILES: [Cl:1][C:2]1[CH:9]=[CH:8][C:5]([CH:6]=O)=[CH:4][CH:3]=1.[CH3:10][O:11][CH2:12][O:13][C:14]1[CH:19]=[CH:18][C:17]([C:20](=[O:22])[CH3:21])=[CH:16][CH:15]=1>>[Cl:1][C:2]1[CH:9]=[CH:8][C:5]([CH:6]=[CH:21][C:20]([C:17]2[CH:18]=[CH:19][C:14]([O:13][CH2:12][O:11][CH3:10])=[CH:15][CH:16]=2)=[O:22])=[CH:4][CH:3]=1. Reported procedure: By a procedure similar to that of example 1.59.1, starting from 4-chlorobenzaldehyde and p-methoxymethoxyacetophenone, 3-(4-chlorophenyl)-1-(4-methoxymethoxy-phenyl)prop-2-en-1-one was obtained as yellowish solid. Starting materials: Cc1oc(-c2ccc(Br)cc2)nc1CCOS(C)(=O)=O, C1CCOC1, CC1CCCCN1. Yields the product Cc1oc(-c2ccc(Br)cc2)nc1CCN1CCCCC1C. Reaction SMILES: [Br:8][c:9]1[cH:10][cH:11][c:12](-[c:15]2[o:16][c:17]([CH3:27])[c:18]([CH2:20][CH2:21][O:22][S:23]([CH3:24])(=[O:25])=[O:26])[n:19]2)[cH:13][cH:14]1.[CH2:28]1[O:29][CH2:30][CH2:31][CH2:32]1.[CH3:1][CH:2]1[NH:3][CH2:4][CH2:5][CH2:6][CH2:7]1>>[CH3:1][CH:2]1[N:3]([CH2:21][CH2:20][c:18]2[c:17]([CH3:27])[o:16][c:15](-[c:12]3[cH:11][cH:10][c:9]([Br:8])[cH:14][cH:13]3)[n:19]2)[CH2:4][CH2:5][CH2:6][CH2:7]1.